Dataset: the Open Reaction Database (ORD), a public repository of structured organic reaction records. Task: describe an organic reaction: reactants, conditions, products, and yield Reactants: ClC=1N=C2N(N=C(C=C2)C2CC2)C1S(=O)(=O)N=CN(CC(C)C)CC(C)C (N′-(2-Chloro-6-cyclopropylimidazo[1,2-b]pyridazin-3-ylsulfonyl)-N,N-diisobutylformamidine), Cl (hydrochloric acid). The solvent is O1CCOCC1 (dioxane). Conditions: temperature 100 celsius. Product: ClC=1N=C2N(N=C(C=C2)C2CC2)C1S(=O)(=O)N (2-chloro-6-cyclopropylimidazo[1,2-b]pyridazin-3-ylsulfonamide). Reaction SMILES: [Cl:1][C:2]1[N:3]=[C:4]2[CH:9]=[CH:8][C:7]([CH:10]3[CH2:12][CH2:11]3)=[N:6][N:5]2[C:13]=1[S:14]([N:17]=CN(CC(C)C)CC(C)C)(=[O:16])=[O:15].Cl>O1CCOCC1>[Cl:1][C:2]1[N:3]=[C:4]2[CH:9]=[CH:8][C:7]([CH:10]3[CH2:12][CH2:11]3)=[N:6][N:5]2[C:13]=1[S:14]([NH2:17])(=[O:15])=[O:16]. Reported procedure: N′-(2-Chloro-6-cyclopropylimidazo[1,2-b]pyridazin-3-ylsulfonyl)-N,N-diisobutylformamidine (0.93 g, 2.26 mmol) was dissolved in dioxane (9.00 mL), and 36% concentrated hydrochloric acid (9.0 mL, 107 mmol) was added dropwise to the solution under stirring at 100° C. The mixture was stirred for 15 hours at 100 to 105° C., then left to cool to room temperature and concentrated under reduced pressure until crystals occurred. Water (30.0 mL) was poured into the residues, and the crystals were complete... Starting materials: C(C)(C)(C)OC(NC(C(=O)N1CCN(CC1)C(C)=O)CC1=CC=C(C=C1)OC1=CC=C(C=C1)CCC(NO)=O)=O ((2-(4-acetyl-piperazin-1-yl)-1-{4-[4-(2-hydroxycarbamoyl-ethyl)-phenoxy]-benzyl}-2-oxo-ethyl)-carbamic acid tert-butyl ester), C(Cl)Cl (CH2Cl2). Run at temperature 2.5 celsius, time 1 hour. Yields the product Cl.C(C)(=O)N1CCN(CC1)C(C(CC1=CC=C(OC2=CC=C(C=C2)CCC(=O)NO)C=C1)N)=O (3-(4-{4-[3-(4-acetylpiperazin-1-yl)-2-amino-3-oxo-propyl]-phenoxy}-phenyl)-N-hydroxypropionamide hydrochloride). Yield: 85.0%. RXN SMILES: C(OC(=O)[NH:7][CH:8]([CH2:20][C:21]1[CH:26]=[CH:25][C:24]([O:27][C:28]2[CH:33]=[CH:32][C:31]([CH2:34][CH2:35][C:36](=[O:39])[NH:37][OH:38])=[CH:30][CH:29]=2)=[CH:23][CH:22]=1)[C:9]([N:11]1[CH2:16][CH2:15][N:14]([C:17](=[O:19])[CH3:18])[CH2:13][CH2:12]1)=[O:10])(C)(C)C.C(Cl)[Cl:42]>>[ClH:42].[C:17]([N:14]1[CH2:15][CH2:16][N:11]([C:9](=[O:10])[CH:8]([NH2:7])[CH2:20][C:21]2[CH:22]=[CH:23][C:24]([O:27][C:28]3[CH:33]=[CH:32][C:31]([CH2:34][CH2:35][C:36]([NH:37][OH:38])=[O:39])=[CH:30][CH:29]=3)=[CH:25][CH:26]=2)[CH2:12][CH2:13]1)(=[O:19])[CH3:18] |f:2.3|. Procedure: The acid compound 21 (0.8 g) was dissolved in CH2Cl2 (30 mL) and cooled to 0-5° C. Hydrogen chloride gas was bubbled through this solution for 20 min. The bubbling was discontinued and the reaction mixture was stirred at room temperature for 1 h. The excess HCl was degassed and the CH2Cl2 was removed. The residual solid was triturated with EtOAc (2×25 mL), decanted, and dried to yield the desired compound 22 as a white amorphous solid (0.82 g, 85%). 1H NMR (CD3OD): 7.26 (overlapped d, J=8.8 Hz, ... The reactants are S=C(n1ccnc1)n1ccnc1, Cn1c(N)nc2ccccc21, CC#N. The product is Cn1c(NC(=S)n2ccnc2)nc2ccccc21. Reaction SMILES: [C:12](=[S:13])([n:14]1[cH:15][n:16][cH:17][cH:18]1)[n:19]1[cH:20][cH:21][n:22][cH:23]1.[CH3:1][n:2]1[c:3]([NH2:11])[n:4][c:5]2[c:6]1[cH:7][cH:8][cH:9][cH:10]2.[CH3:24][C:25]#[N:26]>>[CH3:1][n:2]1[c:3]([NH:11][C:12](=[S:13])[n:14]2[cH:15][n:16][cH:17][cH:18]2)[n:4][c:5]2[c:6]1[cH:7][cH:8][cH:9][cH:10]2. Reactants: O=C([O-])[O-], CCOC(C)=O, CN(C)C=O, N#Cc1ccc(F)c(F)c1, [K+], [K+], Nc1nc(C(F)(F)F)n[nH]1, O. The product is N#Cc1ccc(-n2nc(C(F)(F)F)nc2N)c(F)c1. As a reaction SMILES: [C:21](=[O:22])([O-:23])[O-:24].[CH3:28][CH2:29][O:30][C:31](=[O:32])[CH3:33].[CH3:34][N:35]([CH3:36])[CH:37]=[O:38].[F:11][c:12]1[cH:13][c:14]([C:15]#[N:16])[cH:17][cH:18][c:19]1[F:20].[K+:25].[K+:26].[NH2:1][c:2]1[n:3][c:4]([C:7]([F:8])([F:9])[F:10])[n:5][nH:6]1.[OH2:27]>>[NH2:1][c:2]1[n:3][c:4]([C:7]([F:8])([F:9])[F:10])[n:5][n:6]1-[c:19]1[c:12]([F:11])[cH:13][c:14]([C:15]#[N:16])[cH:17][cH:18]1. Starting materials: [H-].[Na+] (sodium hydride), S1(CNC2=C3C1=CC=CC3=CC=C2)(=O)=O (2,3-dihydronaphtho[1,8-de][1,3]thiazine-1,1-dioxide), BrCC(=O)N (2-bromoacetamide). The solvent is CN(C=O)C (dimethylformamide), CN(C=O)C (dimethylformamide). Conditions: time 1 hour. Yields the product O=S1(C(NC2=C3C1=CC=CC3=CC=C2)CC(=O)N)=O (2-(1,1-Dioxo-1H,3H-1λ6-naphtho[1,8-de][1,3]thiazin-2-yl)-acetamide). As a reaction SMILES: [H-].[Na+].[S:3]1(=[O:17])(=[O:16])[C:8]2=[CH:9][CH:10]=[CH:11][C:12]3=[CH:13][CH:14]=[CH:15][C:6](=[C:7]23)[NH:5][CH2:4]1.Br[CH2:19][C:20]([NH2:22])=[O:21]>CN(C)C=O>[O:17]=[S:3]1(=[O:16])[C:8]2=[CH:9][CH:10]=[CH:11][C:12]3=[CH:13][CH:14]=[CH:15][C:6](=[C:7]23)[NH:5][CH:4]1[CH2:19][C:20]([NH2:22])=[O:21] |f:0.1|. Procedure: 0.011 g of sodium hydride is suspended in 0.5 mL of dimethylformamide, and 0.06 g of 2,3-dihydronaphtho[1,8-de][1,3]thiazine-1,1-dioxide in 1 mL of dimethylformamide is added. The mixture is stirred for 1 hour at ambient temperature and then 0.042 g of 2-bromoacetamide are added batchwise. Then the mixture is stirred for 18 hours at ambient temperature. The reaction mixture is poured onto ice water and extracted with dichloromethane. The organic extracts collected are dried with sodium sulfate a... Reactants: C=1C=CC2=C(C1)N=NN2O (HOBt), ONC(=O)CN(C(CC(C(=O)N(C)C)CC(C)C)=O)CC(C)C (N4 -(Hydroxycarbamoyl-methyl)-2,N4 -diisobutyl-N1,N1 -dimethyl-succinamide), CN1CCOCC1 (NMM), C(CCl)Cl (EDC), C(C1=CC=CC=C1)ON (O-benzylhydroxylamine). The solvent is CN(C)C=O (DMF). Conditions: temperature 0 celsius, time 20 minute. The product is C(C1=CC=CC=C1)OC(=O)CN(C(CC(C(=O)N)C)=O)C (N4 -(Benzyloxycarbonyl-methyl)-2,N4 -dimethyl-succinamide). Isolated yield 40.9%. As a reaction SMILES: ON[C:3]([CH2:5][N:6]([CH2:20]C(C)C)[C:7](=[O:19])[CH2:8][CH:9]([CH2:15]C(C)C)[C:10]([N:12](C)C)=[O:11])=[O:4].CN1CCOCC1.C(Cl)CCl.C1C=CC2N(O)N=NC=2C=1.[CH2:45]([O:52]N)[C:46]1[CH:51]=[CH:50][CH:49]=[CH:48][CH:47]=1>CN(C=O)C>[CH2:45]([O:52][C:3]([CH2:5][N:6]([CH3:20])[C:7](=[O:19])[CH2:8][CH:9]([CH3:15])[C:10]([NH2:12])=[O:11])=[O:4])[C:46]1[CH:51]=[CH:50][CH:49]=[CH:48][CH:47]=1. Procedure: N4 -(Hydroxycarbamoyl-methyl)-2,N4 -diisobutyl-N1,N1 -dimethyl-succinamide (1.30 g, 0.0041 mol) was dissolved in DMF (10 ml) and treated at 0° C. with NMM (0.56 g, 0.0041 mol) followed by EDC (0.95 g, 0.005 mol) and HOBt (0.67 g, 0.005 mol). The reaction mixture was allowed to stir at 0° C. for 20 minutes and then at ambient temperature for 2 hours before O-benzylhydroxylamine (0.76 g, 0.0062 mol) was added. The reaction mixture was allowed to stir at room temperature for a further 1.5 hours. Th...